Dataset: the Open Reaction Database (ORD), a public repository of structured organic reaction records. Task: describe an organic reaction: reactants, conditions, products, and yield The reactants are C(C)(=O)OCC (ethyl acetate), COC=1C=C2CCCC(C2=CC1)=O (6-methoxy-1-tetralone), Cl (hydrochloric acid), C(C)(C)NC (isopropylmethylamine), C(CCC)[Li] (n-butyllithium). Run in O1CCCC1 (tetrahydrofuran), O1CCCC1 (tetrahydrofuran), O1CCCC1 (tetrahydrofuran). The product is OC1(CCCC2=CC(=CC=C12)OC)CC(=O)OCC (Ethyl 1,2,3,4-tetrahydro-1-hydroxy-6-methoxy-1-naphthaleneacetate). The yield is 90.8%. Reaction SMILES: C(NC)(C)C.C([Li])CCC.[C:11]([O:14][CH2:15][CH3:16])(=[O:13])[CH3:12].[CH3:17][O:18][C:19]1[CH:20]=[C:21]2[C:26](=[CH:27][CH:28]=1)[C:25](=[O:29])[CH2:24][CH2:23][CH2:22]2.Cl>O1CCCC1>[OH:29][C:25]1([CH2:12][C:11]([O:14][CH2:15][CH3:16])=[O:13])[C:26]2[C:21](=[CH:20][C:19]([O:18][CH3:17])=[CH:28][CH:27]=2)[CH2:22][CH2:23][CH2:24]1. Reported procedure: A solution of 1.41 g (19 mmoles) of isopropylmethylamine in 10 ml of tetrahydrofuran was cooled to -78°, and 6.6 ml 1.1 equiv~1.67 M (11 mmoles) of n-butyllithium was added dropwise. After fifteen minutes at -78°, a solution of 0.88 g (10 mmoles) of ethyl acetate in 3 ml of tetrahydrofuran was added dropwise. After stirring for ten minutes at -78° a solution of 1.76 g (10 mmoles) of 6-methoxy-1-tetralone in 5 ml of tetrahydrofuran was added. After ten minutes the mixture was acidified with 10% h...